This data is from the Open Reaction Database (ORD), a public repository of structured organic reaction records. The task is: describe an organic reaction: reactants, conditions, products, and yield The reactants are C(C)(C)N(C(C)C)CC (N,N-diisopropylethylamine), [I-].[Na+] (sodium iodide), ClCOC (chloromethylmethyl ether), BrC=1C=CC2=C(NC(CO2)=O)C1 (6-bromo-2H-1,4-benzoxazin-3(4H)-one). Run in ClCCCl (1,2-dichloroethane), ClCCl (dichloromethane). Run at temperature 70 celsius, time 3 hour. Product: BrC=1C=CC2=C(N(C(CO2)=O)COC)C1 (6-Bromo-4-(methoxymethyl)-2H-1,4-benzoxazin-3(4H)-one). Isolated yield 87.7%. RXN SMILES: [Br:1][C:2]1[CH:3]=[CH:4][C:5]2[O:10][CH2:9][C:8](=[O:11])[NH:7][C:6]=2[CH:12]=1.C(N(CC)C(C)C)(C)C.[I-].[Na+].Cl[CH2:25][O:26][CH3:27]>ClCCCl.ClCCl>[Br:1][C:2]1[CH:3]=[CH:4][C:5]2[O:10][CH2:9][C:8](=[O:11])[N:7]([CH2:25][O:26][CH3:27])[C:6]=2[CH:12]=1 |f:2.3|. Procedure details: A suspension of 6-bromo-2H-1,4-benzoxazin-3(4H)-one (13 g, 57 mmol) in 1,2-dichloroethane (350 ml) was cooled in an ice bath to which N,N-diisopropylethylamine (119 ml), sodium iodide (10.25 g, 68.4 mmol) and chloromethylmethyl ether (43.3 ml, 570 mmol) were added, and the mixture was stirred at 70° C. for 3 hours. After cooling, the reaction mixture was diluted with dichloromethane, washed with cold water, dried over anhydrous magnesium sulfate, and the solvent was removed under reduced pressur... The reactants are C (carbon black), C(CC1C(C(=O)O)CCC=C1)(=O)O (tetrahydrohomophthalic acid), C(C)(C)N (isopropylamine). Run in C(C)O (ethanol). Product: C(C)(C)N1C(C=2CCCCC2CC1=O)=O (2-Isopropyl-5,6,7,8-tetrahydroisoquinoline-1,3(2H,4H)-dione). Reaction SMILES: [C:1]([OH:13])(=O)[CH2:2][CH:3]1[CH:11]=[CH:10][CH2:9][CH2:8][CH:4]1[C:5]([OH:7])=O.[CH:14]([NH2:17])([CH3:16])[CH3:15].C>C(O)C>[CH:14]([N:17]1[C:1](=[O:13])[CH2:2][C:3]2[CH2:11][CH2:10][CH2:9][CH2:8][C:4]=2[C:5]1=[O:7])([CH3:16])[CH3:15]. Procedure: A mixture of tetrahydrohomophthalic acid (92 g., 0.5 mole) and isopropylamine (59 g., 1 mole) is heated by an oil bath until molten for 90 minutes. The hot mixture is then poured into 600 ml. of ethanol, treated with carbon black and filtered. The mixture is concentrated to about 300 ml. and slowly cooled to room temperature. 2-Isopropylisoquinoline-1,3(2H,4H)-dione precipitates and is collected by filtration. Yields the product CC1COCCN1c1nc(-c2ccc(NC(=O)NC3CCC3)cc2)nc2c1CN(C(=O)C(C)(C)O)CC2. Reaction SMILES: [CH:1]1([NH:5][C:6](=[O:7])[NH:8][c:9]2[cH:10][cH:11][c:12](-[c:15]3[n:16][c:17]([N:25]4[CH:26]([CH3:31])[CH2:27][O:28][CH2:29][CH2:30]4)[c:18]4[c:19]([n:20]3)[CH2:21][CH2:22][NH:23][CH2:24]4)[cH:13][cH:14]2)[CH2:2][CH2:3][CH2:4]1.[OH:32][C:33]([C:34](=[O:35])[OH:36])([CH3:37])[CH3:38]>>[CH:1]1([NH:5][C:6](=[O:7])[NH:8][c:9]2[cH:10][cH:11][c:12](-[c:15]3[n:16][c:17]([N:25]4[CH:26]([CH3:31])[CH2:27][O:28][CH2:29][CH2:30]4)[c:18]4[c:19]([n:20]3)[CH2:21][CH2:22][N:23]([C:34]([C:33]([OH:32])([CH3:37])[CH3:38])=[O:35])[CH2:24]4)[cH:13][cH:14]2)[CH2:2][CH2:3][CH2:4]1. Reactants: CC1COCCN1c1nc(-c2ccc(NC(=O)NC3CCC3)cc2)nc2c1CNCC2, CC(C)(O)C(=O)O. The reactants are Brc1ncccn1, CCCC[SnH](CCCC)CCCC, [Li][Sn](CCCC)(CCCC)CCCC, C1CCOC1, CC(C)[N-]C(C)C, [Li+]. The product is CCCC[Sn](CCCC)(CCCC)c1ncccn1, [Li][Sn](CCCC)(CCCC)CCCC. As a reaction SMILES: [Br:36][c:37]1[n:38][cH:39][cH:40][cH:41][n:42]1.[CH2:1]([CH2:2][CH2:3][CH3:4])[SnH:5]([CH2:6][CH2:7][CH2:8][CH3:9])[CH2:10][CH2:11][CH2:12][CH3:13].[CH2:22]([CH2:23][CH2:24][CH3:25])[Sn:26]([CH2:27][CH2:28][CH2:29][CH3:30])([CH2:31][CH2:32][CH2:33][CH3:34])[Li:35].[CH2:43]1[O:44][CH2:45][CH2:46][CH2:47]1.[CH3:15][CH:16]([N-:17][CH:18]([CH3:19])[CH3:20])[CH3:21].[Li+:14]>>[CH2:1]([CH2:2][CH2:3][CH3:4])[Sn:5]([CH2:6][CH2:7][CH2:8][CH3:9])([CH2:10][CH2:11][CH2:12][CH3:13])[c:37]1[n:38][cH:39][cH:40][cH:41][n:42]1.[CH2:22]([CH2:23][CH2:24][CH3:25])[Sn:26]([CH2:27][CH2:28][CH2:29][CH3:30])([CH2:31][CH2:32][CH2:33][CH3:34])[Li:35].